This data is from the Open Reaction Database (ORD), a public repository of structured organic reaction records. The task is: describe an organic reaction: reactants, conditions, products, and yield The reactants are [BH4-], CO, CCCCCC=Cc1cc2cc(Cl)ccc2s1. The product is CCCCCCCc1cc2cc(Cl)ccc2s1. Reaction SMILES: [BH4-:18].[CH3:19][OH:20].[Cl:1][c:2]1[cH:3][c:4]2[c:5]([s:6][c:7]([CH:9]=[CH:10][CH2:11][CH2:12][CH2:13][CH2:14][CH3:15])[cH:8]2)[cH:16][cH:17]1>>[Cl:1][c:2]1[cH:3][c:4]2[c:5]([s:6][c:7]([CH2:9][CH2:10][CH2:11][CH2:12][CH2:13][CH2:14][CH3:15])[cH:8]2)[cH:16][cH:17]1. Starting materials: CCOCC, COc1ccc(O)cc1, O=P(Cl)(Cl)Cl. Yields the product COc1ccc(OP(=O)(Cl)Cl)cc1. As a reaction SMILES: [CH3:15][CH2:16][O:17][CH2:18][CH3:19].[CH3:1][O:2][c:3]1[cH:4][cH:5][c:6]([OH:9])[cH:7][cH:8]1.[P:10](=[O:11])([Cl:12])([Cl:13])[Cl:14]>>[CH3:1][O:2][c:3]1[cH:4][cH:5][c:6]([O:9][P:10](=[O:11])([Cl:12])[Cl:13])[cH:7][cH:8]1. Starting materials: CCO, Cl, CCCC(Cc1nc(-c2ccccc2)cs1)c1ccc(CNc2ccc(CCC(=O)OCC)c(F)c2)cc1, [Li+], C1CCOC1, [OH-], O, O. Product: CCCC(Cc1nc(-c2ccccc2)cs1)c1ccc(CNc2ccc(CCC(=O)O)c(F)c2)cc1. As a reaction SMILES: [CH3:48][CH2:49][OH:50].[ClH:47].[F:1][c:2]1[c:3]([CH2:32][CH2:33][C:34](=[O:35])[O:36][CH2:37][CH3:38])[cH:4][cH:5][c:6]([NH:8][CH2:9][c:10]2[cH:11][cH:12][c:13]([CH:16]([CH2:17][CH2:18][CH3:19])[CH2:20][c:21]3[s:22][cH:23][c:24](-[c:26]4[cH:27][cH:28][cH:29][cH:30][cH:31]4)[n:25]3)[cH:14][cH:15]2)[cH:7]1.[Li+:46].[O:39]1[CH2:40][CH2:41][CH2:42][CH2:43]1.[OH-:45].[OH2:44].[OH2:51]>>[F:1][c:2]1[c:3]([CH2:32][CH2:33][C:34](=[O:35])[OH:36])[cH:4][cH:5][c:6]([NH:8][CH2:9][c:10]2[cH:11][cH:12][c:13]([CH:16]([CH2:17][CH2:18][CH3:19])[CH2:20][c:21]3[s:22][cH:23][c:24](-[c:26]4[cH:27][cH:28][cH:29][cH:30][cH:31]4)[n:25]3)[cH:14][cH:15]2)[cH:7]1.